Dataset: the Open Reaction Database (ORD), a public repository of structured organic reaction records. Task: describe an organic reaction: reactants, conditions, products, and yield Starting materials: material, C(C)C1=NNC(=C1OC=1C=C(C=C(C#N)C1)C#N)CCOC1=CC=C(C=C1)SC (5-[(3-Ethyl-5-{2-[4-(methylsulfanyl)phenoxy]ethyl}-1H-pyrazol-4-yl)oxy]isophthalonitrile), O (water), OOS(=O)[O-].[K+] (oxone). Run in ClCCl (dichloromethane). Product: C(C)C1=NNC(=C1OC=1C=C(C=C(C#N)C1)C#N)CCOC1=CC=C(C=C1)S(=O)C (5-[(3-Ethyl-5-{2-[4-(methylsulfinyl)phenoxy]ethyl}-1H-pyrazol-4-yl)oxy]isophthalonitrile). The yield is 37.2%. Reaction SMILES: O.[CH2:2]([C:4]1[C:8]([O:9][C:10]2[CH:11]=[C:12]([C:18]#[N:19])[CH:13]=[C:14]([CH:17]=2)[C:15]#[N:16])=[C:7]([CH2:20][CH2:21][O:22][C:23]2[CH:28]=[CH:27][C:26]([S:29][CH3:30])=[CH:25][CH:24]=2)[NH:6][N:5]=1)[CH3:3].[OH:31]OS([O-])=O.[K+]>ClCCl>[CH2:2]([C:4]1[C:8]([O:9][C:10]2[CH:11]=[C:12]([C:18]#[N:19])[CH:13]=[C:14]([CH:17]=2)[C:15]#[N:16])=[C:7]([CH2:20][CH2:21][O:22][C:23]2[CH:24]=[CH:25][C:26]([S:29]([CH3:30])=[O:31])=[CH:27][CH:28]=2)[NH:6][N:5]=1)[CH3:3] |f:2.3|. Procedure details: Wet alumina was prepared by adding water (1 ml) to Brockman grade I alumina (5 g). A sample of this material (160 mg) was added to a stirred solution of the sulfide from Example 1 (106 mg, 0.16 mmol) in dichloromethane (1 ml), followed by oxone (98 mg, 0.16 mmol). The reaction mixture was heated at reflux for 45 minutes, before being filtered. The solids were washed with dichloromethane (10 ml) and the combined organics were concentrated under reduced pressure. The crude product mixture was puri... Reactants: C(CCC)C=1N(C(=CN1)C=O)CC1=C(C=C(C=C1)C(=O)OCC)Cl (2-n-butyl-1-[(4-carboethoxy-2-chlorophenyl)methy]imidazole-5-aldehyde), C(=O)(OCC)C1=CC=C(C=C1)C=1NC(=CN1)C=O ((4-carboethoxyphenyl]imidazole-5-aldehyde), C(CCC)C=1N(C(=CN1)/C=C(/C(=O)O)\CC=1SC=CC1)CC1=C(C=CC=C1)Cl ((E)-3-[2-n-butyl-1-{(2-chlorophenyl)methyl}-1-H-imidazol-5-yl]-2-(2-thienyl)methyl-2-propenoic acid). Product: C(CCC)C=1N(C(=CN1)/C=C(/C(=O)O)\CC=1SC=CC1)C1=CC=C(C=C1)C(=O)O ((E)-3-[2-n-Butyl-1-{4-carboxyphenyl}-1H-imidazol-5-yl]-2-(2-thienyl)methyl-2-propenoic acid). RXN SMILES: C(C1N(C[C:13]2[CH:18]=[CH:17][C:16]([C:19]([O:21]CC)=[O:20])=[CH:15][C:14]=2Cl)C(C=O)=CN=1)CCC.C(C1C=CC(C2NC(C=O)=CN=2)=CC=1)(OCC)=O.[CH2:43]([C:47]1[N:48](CC2C=CC=CC=2Cl)[C:49](/[CH:52]=[C:53](\[CH2:57][C:58]2[S:59][CH:60]=[CH:61][CH:62]=2)/[C:54]([OH:56])=[O:55])=[CH:50][N:51]=1)[CH2:44][CH2:45][CH3:46]>>[CH2:43]([C:47]1[N:48]([C:13]2[CH:18]=[CH:17][C:16]([C:19]([OH:21])=[O:20])=[CH:15][CH:14]=2)[C:49](/[CH:52]=[C:53](\[CH2:57][C:58]2[S:59][CH:60]=[CH:61][CH:62]=2)/[C:54]([OH:56])=[O:55])=[CH:50][N:51]=1)[CH2:44][CH2:45][CH3:46]. Procedure details: The title compound was prepared following the procedure of Example 42 replacing 2-n-butyl-1-[(4-carboethoxy-2-chlorophenyl)methy]imidazole-5-aldehyde with 2-n-butyl-[(4-carboethoxyphenyl]imidazole-5-aldehyde; mp 260°-265° C.(d).